Dataset: the Open Reaction Database (ORD), a public repository of structured organic reaction records. Task: describe an organic reaction: reactants, conditions, products, and yield Starting materials: C1(=CC=CC2=CC=CC=C12)C=O (1-naphthaldehyde), C(C)(=O)OCC (ethyl acetate), CC(=O)C (acetone), [OH-].[Na+] (sodium hydroxide), O (water). Run at time 30 minute. Yields the product C1(=CC=CC2=CC=CC=C12)C=CC(C)=O (4-(1-naphthyl)-3-buten-2-one). The yield is 84.3%. As a reaction SMILES: [C:1]1([CH:11]=O)[C:10]2[C:5](=[CH:6][CH:7]=[CH:8][CH:9]=2)[CH:4]=[CH:3][CH:2]=1.[OH-].[Na+].O.C(OCC)(=O)C.[CH3:22][C:23]([CH3:25])=[O:24]>>[C:1]1([CH:11]=[CH:22][C:23](=[O:24])[CH3:25])[C:10]2[C:5](=[CH:6][CH:7]=[CH:8][CH:9]=2)[CH:4]=[CH:3][CH:2]=1 |f:1.2|. Reported procedure: In a 250 ml single neck flask was charged 15.6 g (100 mmoles,1.0 eq) of 1-naphthaldehyde dissolved in 30 ml of acetone. To this was added 5 g of 10% aqueous sodium hydroxide solution (12.5 mmoles, 0.125 eq), dropwise and during the course of addition, temperature was kept no higher than 25° C., while the mixture was agitated continuously for 30 minutes. To the mixture was added 50 ml of water, followed by 100 ml of ethyl acetate, the phases were separated and the organic phase was washed with wa... The reactants are C(C(C)C)(=O)NC=1NC(C=2N=CN([C@H]3[C@H](OCCON(C)C)[C@H](O)[C@@H](CO)O3)C2N1)=O (N2-isobutyryl-2′-O-(dimethylaminooxyethyl) guanosine), CO (MeOH), C(C1=CC=C(OC)C=C1)(C1=CC=C(OC)C=C1)(C1=CC=CC=C1)Cl (DMT-Cl), C(C1=CC=C(OC)C=C1)(C1=CC=C(OC)C=C1)(C1=CC=CC=C1)Cl (DMT-Cl). Reagents/catalysts: CN(C)C1=NC=CC=C1 (dimethylaminopyridine). Solvent: N1=CC=CC=C1 (pyridine), CCOC(=O)C (EtOAc). Conditions: time 30 minute. The product is COC1=CC=C(C(C2=CC=C(C=C2)OC)(C2=CC=CC=C2)OC[C@@H]2[C@H]([C@H]([C@@H](O2)N2C=NC=3C(=O)NC(NC(C(C)C)=O)=NC23)OCCON(C)C)O)C=C1 (5′-O-(4,4′-Dimethoxytrityl)-N2-isobutyryl-2′-O-(dimethylaminooxyethyl)guanosine). Isolated yield 80.0%. As a reaction SMILES: [C:1]([NH:6][C:7]1[NH:8][C:9](=[O:31])[C:10]2[N:11]=[CH:12][N:13]([C:29]=2[N:30]=1)[C@@H:14]1[O:28][C@H:25]([CH2:26][OH:27])[C@@H:23]([OH:24])[C@H:15]1[O:16][CH2:17][CH2:18][O:19][N:20]([CH3:22])[CH3:21])(=[O:5])[CH:2]([CH3:4])[CH3:3].[C:32](Cl)([C:49]1[CH:54]=[CH:53][CH:52]=[CH:51][CH:50]=1)([C:41]1[CH:48]=[CH:47][C:44]([O:45][CH3:46])=[CH:43][CH:42]=1)[C:33]1[CH:40]=[CH:39][C:36]([O:37][CH3:38])=[CH:35][CH:34]=1.CO>N1C=CC=CC=1.CCOC(C)=O.CN(C1C=CC=CN=1)C>[CH3:46][O:45][C:44]1[CH:43]=[CH:42][C:41]([C:32]([O:27][CH2:26][C@H:25]2[O:28][C@@H:14]([N:13]3[C:29]4[N:30]=[C:7]([NH:6][C:1](=[O:5])[CH:2]([CH3:4])[CH3:3])[NH:8][C:9](=[O:31])[C:10]=4[N:11]=[CH:12]3)[C@H:15]([O:16][CH2:17][CH2:18][O:19][N:20]([CH3:22])[CH3:21])[C@@H:23]2[OH:24])([C:49]2[CH:50]=[CH:51][CH:52]=[CH:53][CH:54]=2)[C:33]2[CH:40]=[CH:39][C:36]([O:37][CH3:38])=[CH:35][CH:34]=2)=[CH:48][CH:47]=1. Procedure details: To N2-isobutyryl-2′-O-(dimethylaminooxyethyl) guanosine (42.63 g, 27.44 mmol) and dimethylaminopyridine (168 mg, 1.37 mmol) dissolved in anhydrous pyridine (274 mL) was added DMT-Cl (9.30 g, 27.44 mmol). After several hours additional DMT-Cl (9.30 g, 27.44 mmol) was added. After several more hours MeOH (22 mL, 543 mmol) was added, and the reaction mixture was stirred for 30 minute. The solvent was evaporated in vacuo to give an oil which was dissolved in EtOAc (550 mL). The resulting suspension ... The reactants are Nc1c[nH]c2ncc(Br)c(F)c12, Cn1nc(C(=O)O)ccc1=O, ClCCl, [Li+], [OH-], O. Reaction SMILES: [Br:1][c:2]1[c:3]([F:12])[c:4]2[c:5]([n:6][cH:7]1)[nH:8][cH:9][c:10]2[NH2:11].[CH3:13][n:14]1[n:15][c:16]([C:21](=[O:22])[OH:23])[cH:17][cH:18][c:19]1=[O:20].[Cl:27][CH2:28][Cl:29].[Li+:25].[OH-:24].[OH2:26]>>[Br:1][c:2]1[c:3]([F:12])[c:4]2[c:5]([n:6][cH:7]1)[nH:8][cH:9][c:10]2[NH:11][C:21]([c:16]1[n:15][n:14]([CH3:13])[c:19](=[O:20])[cH:18][cH:17]1)=[O:22]. Yields the product Cn1nc(C(=O)Nc2c[nH]c3ncc(Br)c(F)c23)ccc1=O. Reactants: CCO, CCOC(C)=O, [Cl-], [Fe], [NH4+], C1CCOC1, O, COc1ccc(NC(=O)c2ccc(Sc3ccc(NC(=O)OCC4c5ccccc5-c5ccccc54)cc3)c([N+](=O)[O-])c2)cn1. RXN SMILES: [CH3:48][CH2:49][OH:50].[CH3:57][CH2:58][O:59][C:60](=[O:61])[CH3:62].[Cl-:46].[Fe:63].[NH4+:47].[O:51]1[CH2:52][CH2:53][CH2:54][CH2:55]1.[OH2:56].[cH:1]1[cH:2][cH:3][cH:4][c:5]2[c:13]1[CH:12]([CH2:14][O:15][C:16]([NH:17][c:18]1[cH:19][cH:20][c:21]([S:24][c:25]3[c:26]([N+:42]([O-:43])=[O:44])[cH:27][c:28]([C:31]([NH:32][c:33]4[cH:34][n:35][c:36]([O:39][CH3:40])[cH:37][cH:38]4)=[O:41])[cH:29][cH:30]3)[cH:22][cH:23]1)=[O:45])[c:11]1[c:6]-2[cH:7][cH:8][cH:9][cH:10]1>>[cH:1]1[cH:2][cH:3][cH:4][c:5]2[c:13]1[CH:12]([CH2:14][O:15][C:16]([NH:17][c:18]1[cH:19][cH:20][c:21]([S:24][c:25]3[c:26]([NH2:42])[cH:27][c:28]([C:31]([NH:32][c:33]4[cH:34][n:35][c:36]([O:39][CH3:40])[cH:37][cH:38]4)=[O:41])[cH:29][cH:30]3)[cH:22][cH:23]1)=[O:45])[c:11]1[c:6]-2[cH:7][cH:8][cH:9][cH:10]1. The product is COc1ccc(NC(=O)c2ccc(Sc3ccc(NC(=O)OCC4c5ccccc5-c5ccccc54)cc3)c(N)c2)cn1.